From a dataset of the Open Reaction Database (ORD), a public repository of structured organic reaction records. describe an organic reaction: reactants, conditions, products, and yield Starting materials: [Cl-].N[N+]1=CC=CC=C1 (1-Aminopyridinium chloride), ClC1=CC=C(C(=O)Cl)C=C1 (p-chlorobenzoyl chloride). The solvent is C=1(C(=CC=CC1)C)C (xylene). Product: [Cl-].ClC1=CC=C(C(=O)N[N+]2=CC=CC=C2)C=C1 (1-(p-chlorobenzamido)pyridinium chloride). Isolated yield 97.0%. RXN SMILES: [Cl-].[NH2:2][N+:3]1[CH:8]=[CH:7][CH:6]=[CH:5][CH:4]=1.[Cl:9][C:10]1[CH:18]=[CH:17][C:13]([C:14](Cl)=[O:15])=[CH:12][CH:11]=1>C1(C)C(C)=CC=CC=1>[Cl-:9].[Cl:9][C:10]1[CH:18]=[CH:17][C:13]([C:14]([NH:2][N+:3]2[CH:8]=[CH:7][CH:6]=[CH:5][CH:4]=2)=[O:15])=[CH:12][CH:11]=1 |f:0.1,4.5|. Procedure details: 1-Aminopyridinium chloride (104 parts) and p-chlorobenzoyl chloride (150 parts) were heated in xylene (750 parts) at 140° C. for 4 hours. The solid product was filtered off and recrystallised from n-butanol to give 1-(p-chlorobenzamido)pyridinium chloride (209 parts, 97% yield), melting point 241° C. Reaction SMILES: [Br:1][c:2]1[cH:3][cH:4][c:5](-[c:8]2[cH:9][cH:10][cH:11][cH:12][cH:13]2)[cH:6][cH:7]1.[CH:19]([Cl:20])([Cl:21])[Cl:22].[Cl:14][S:15](=[O:16])(=[O:17])[OH:18]>>[Br:1][c:2]1[cH:3][cH:4][c:5](-[c:8]2[cH:9][cH:10][cH:11][cH:12][c:13]2[S:15](=[O:16])(=[O:17])[OH:18])[cH:6][cH:7]1. Product: O=S(=O)(O)c1ccccc1-c1ccc(Br)cc1. The reactants are Brc1ccc(-c2ccccc2)cc1, ClC(Cl)Cl, O=S(=O)(O)Cl. The product is OC(CN1C=CC(C2=CC=CC=C12)=O)(CC(C)(C1=CC(=CC=2CCOC21)SC)C)C(F)(F)F (1-[2-hydroxy-4-methyl-4-(5-methylsulfanyl-2,3-dihydrobenzofuran-7-yl)-2-trifluoromethylpentyl]-1H-quinolin-4-one). As a reaction SMILES: [CH3:1][C:2]([C:12]1[C:20]2[O:19][CH2:18][CH2:17][C:16]=2[CH:15]=[C:14]([S:21][CH3:22])[CH:13]=1)([CH3:11])[CH2:3][C:4]1([C:7]([F:10])([F:9])[F:8])[CH2:6][O:5]1.[OH:23][C:24]1[C:33]2[C:28](=[CH:29][CH:30]=[CH:31][CH:32]=2)[N:27]=[CH:26][CH:25]=1.[O-]CC.[Na+]>>[OH:5][C:4]([C:7]([F:8])([F:9])[F:10])([CH2:3][C:2]([CH3:11])([C:12]1[C:20]2[O:19][CH2:18][CH2:17][C:16]=2[CH:15]=[C:14]([S:21][CH3:22])[CH:13]=1)[CH3:1])[CH2:6][N:27]1[C:28]2[C:33](=[CH:32][CH:31]=[CH:30][CH:29]=2)[C:24](=[O:23])[CH:25]=[CH:26]1 |f:2.3|. Reactants: CC(CC1(OC1)C(F)(F)F)(C)C1=CC(=CC=2CCOC21)SC (7-[1,1-dimethyl-2-(2-trifluoromethyloxiranyl)ethyl]-5-methylsulfanyl-2,3-dihydrobenzofuran), OC1=CC=NC2=CC=CC=C12 (4-hydroxyquinoline), [O-]CC.[Na+] (sodium ethoxide). Procedure details: 7-[1,1-dimethyl-2-(2-trifluoromethyloxiranyl)ethyl]-5-methylsulfanyl-2,3-dihydrobenzofuran was reacted with 4-hydroxyquinoline and sodium ethoxide according to Example 35 to give 1-[2-hydroxy-4-methyl-4-(5-methylsulfanyl-2,3-dihydrobenzofuran-7-yl)-2-trifluoromethylpentyl]-1H-quinolin-4-one. Starting materials: BrC1=CC=CC=2C3=C(NC12)C1CCN(C3)CC1 (7-bromo-3,4,5,6-tetrahydro-1H-2,5-ethanoazepino[4,3-b]indole), N1=CN=CC(=C1)B(O)O (pyrimidine-5-boronic acid). The product is N1=CN=CC(=C1)C1=CC=CC=2C3=C(NC12)C1CCN(C3)CC1 (7-(pyrimidin-5-yl)-3,4,5,6-tetrahydro-1H-2,5-ethanoazepino[4,3-b]indole). As a reaction SMILES: Br[C:2]1[C:10]2[NH:9][C:8]3[CH:11]4[CH2:17][CH2:16][N:14]([CH2:15][C:7]=3[C:6]=2[CH:5]=[CH:4][CH:3]=1)[CH2:13][CH2:12]4.[N:18]1[CH:23]=[C:22](B(O)O)[CH:21]=[N:20][CH:19]=1>>[N:18]1[CH:23]=[C:22]([C:2]2[C:10]3[NH:9][C:8]4[CH:11]5[CH2:17][CH2:16][N:14]([CH2:15][C:7]=4[C:6]=3[CH:5]=[CH:4][CH:3]=2)[CH2:13][CH2:12]5)[CH:21]=[N:20][CH:19]=1. Procedure: The product of Example 1B (100 mg, 0.32 mmol) and pyrimidine-5-boronic acid (64 mg, 0.52 mmol; MayBridge) were processed as described in Example 4 to provide the title compound: 1H NMR (500 MHz, methanol-d4) δ ppm 2.01-2.17 (m, 4 H), 2.60 (s, 3 H), 3.03-3.14 (m, 3 H), 3.20-3.29 (m, 2 H), 4.27 (s, 2 H), 7.03-7.06 (m, 1 H), 7.10 (t, J=7.6 Hz, 1 H), 7.34 (dd, J=7.6, 1.2 Hz, 1 H), 7.42 (d, J=8.2 Hz, 1 H), 7.96 (dd, J=7.9, 2.4 Hz, 1 H), 8.63 (d, J=2.1 Hz, 1 H); MS (ESI+) m/z 291 (M+H)+. Reactants: FC(C=1C=C(C=CC1)B(O)O)(F)F (3-(trifluoromethyl)phenyl boronic acid), C(C)OC(=O)C1=C(C2=C(C=N1)C=C(S2)Br)O (2-bromo-7-hydroxy-thieno[3,2-c]pyridine-6-carboxylic acid ethyl ester). Product: C(C)OC(=O)C1=C(C2=C(C=N1)C=C(S2)C2=CC(=CC=C2)C(F)(F)F)O (7-Hydroxy-2-(3-trifluoromethyl-phenyl)-thieno[3,2-c]pyridine-6-carboxylic acid ethyl ester). RXN SMILES: [F:1][C:2]([F:13])([F:12])[C:3]1[CH:4]=[C:5](B(O)O)[CH:6]=[CH:7][CH:8]=1.[CH2:14]([O:16][C:17]([C:19]1[N:24]=[CH:23][C:22]2[CH:25]=[C:26](Br)[S:27][C:21]=2[C:20]=1[OH:29])=[O:18])[CH3:15]>>[CH2:14]([O:16][C:17]([C:19]1[N:24]=[CH:23][C:22]2[CH:25]=[C:26]([C:5]3[CH:6]=[CH:7][CH:8]=[C:3]([C:2]([F:13])([F:12])[F:1])[CH:4]=3)[S:27][C:21]=2[C:20]=1[OH:29])=[O:18])[CH3:15]. Reported procedure: The title compound was prepared from 3-(trifluoromethyl)phenyl boronic acid and 2-bromo-7-hydroxy-thieno[3,2-c]pyridine-6-carboxylic acid ethyl ester, example 21.d, under conditions analogous to experimental example 21.e; MS: (+) m/z 368.0 (M+1) Starting materials: C1CCC2=NCCCN2CC1 (DBU), C(C)OC(=O)NC(=S)CNC=1C=CC(=C(C1)S(=O)(=O)N)C(=O)OC (5-[N-(ethoxycarbonylaminothiocarbonyl)methylamino]-2-methoxycarbonylbenzenesulfonamide), COC1=NC(=NC(=C1)OC)NC(=O)OC1=CC=CC=C1 (4,6-dimethoxy-2-phenoxycarbonylaminopyrimidine). Run in C(C)#N (acetonitrile). Reaction conditions: time 17 hour. Yields the product COC1=NC(=NC(=C1)OC)NC(=O)NS(=O)(=O)C1=C(C=CC(=C1)NCC(=S)NC(=O)OCC)C(=O)OC (N-[(4,6-Dimethoxypyrimidin-2-yl)aminocarbonyl]-5-[N-(ethoxycarbonylaminothiocarbonyl)methylamino]-2-methoxycarbonylbenzenesulfonamide). RXN SMILES: C1CCN2C(=NCCC2)CC1.[CH2:12]([O:14][C:15]([NH:17][C:18]([CH2:20][NH:21][C:22]1[CH:23]=[CH:24][C:25]([C:32]([O:34][CH3:35])=[O:33])=[C:26]([S:28]([NH2:31])(=[O:30])=[O:29])[CH:27]=1)=[S:19])=[O:16])[CH3:13].[CH3:36][O:37][C:38]1[CH:43]=[C:42]([O:44][CH3:45])[N:41]=[C:40]([NH:46][C:47](OC2C=CC=CC=2)=[O:48])[N:39]=1>C(#N)C>[CH3:45][O:44][C:42]1[CH:43]=[C:38]([O:37][CH3:36])[N:39]=[C:40]([NH:46][C:47]([NH:31][S:28]([C:26]2[CH:27]=[C:22]([NH:21][CH2:20][C:18]([NH:17][C:15]([O:14][CH2:12][CH3:13])=[O:16])=[S:19])[CH:23]=[CH:24][C:25]=2[C:32]([O:34][CH3:35])=[O:33])(=[O:29])=[O:30])=[O:48])[N:41]=1. Procedure: 1.2 ml of DBU is added to a suspension of 0.69 g (1.84 mmol) of 5-[N-(ethoxycarbonylaminothiocarbonyl)methylamino]-2-methoxycarbonylbenzenesulfonamide and 0.55 g (1.99 mmol) of 4,6-dimethoxy-2-phenoxycarbonylaminopyrimidine in 5 ml of acetonitrile. The mixture is stirred for 17 h at room temperature and the solvent is then removed by distillation. The residue is taken up in water and washed with diethyl ether. The aqueous phase is acidified with concentrated hydrochloric acid (pH=1) and produces... Reactants: O1COC2=C1C=CC(=C2)C2(CC2)C(=O)NC2=NC(=CC=C2)CC2=CC=C(C=C2)OC (1-(benzo[d][1,3]dioxol-5-yl)-N-(6-(4-methoxybenzyl)pyridin-2-yl)cyclopropanecarboxamide), [Cl-].ClC1=C(C[Zn+])C=CC=C1 ((2-chlorobenzyl)zinc(II) chloride), O1COC2=C1C=CC(=C2)C2(CC2)C(=O)NC2=NC(=CC=C2)Br (1-(benzo[d][1,3]dioxol-5-yl)-N-(6-bromopyridin-2-yl)cyclopropanecarboxamide). Yields the product O1COC2=C1C=CC(=C2)C2(CC2)C(=O)NC2=NC(=CC=C2)CC2=C(C=CC=C2)Cl (1-(Benzo[d][1,3]dioxol-5-yl)-N-(6-(2-chlorobenzyl)pyridin-2-yl)cyclopropanecarboxamide). Reported procedure: 1-(Benzo[d][1,3]dioxol-5-yl)-N-(6-(2-chlorobenzyl)pyridin-2-yl)cyclopropanecarboxamide was synthesized using the procedure of 1-(benzo[d][1,3]dioxol-5-yl)-N-(6-(4-methoxybenzyl)pyridin-2-yl)cyclopropanecarboxamide by reacting (2-chlorobenzyl)zinc(II) chloride with 1-(benzo[d][1,3]dioxol-5-yl)-N-(6-bromopyridin-2-yl)cyclopropanecarboxamide. Reaction SMILES: [O:1]1[C:5]2[CH:6]=[CH:7][C:8]([C:10]3([C:13]([NH:15][C:16]4[CH:21]=[CH:20][CH:19]=[C:18]([CH2:22][C:23]5[CH:28]=[CH:27][C:26](OC)=[CH:25][CH:24]=5)[N:17]=4)=[O:14])[CH2:12][CH2:11]3)=[CH:9][C:4]=2[O:3][CH2:2]1.[Cl-].[Cl:32]C1C=CC=CC=1C[Zn+].O1C2C=CC(C3(C(NC4C=CC=C(Br)N=4)=O)CC3)=CC=2OC1>>[O:1]1[C:5]2[CH:6]=[CH:7][C:8]([C:10]3([C:13]([NH:15][C:16]4[CH:21]=[CH:20][CH:19]=[C:18]([CH2:22][C:23]5[CH:28]=[CH:27][CH:26]=[CH:25][C:24]=5[Cl:32])[N:17]=4)=[O:14])[CH2:12][CH2:11]3)=[CH:9][C:4]=2[O:3][CH2:2]1 |f:1.2|. Reactants: CCOC(=O)c1csc(-c2ccccc2OC)n1, CCO, Cl, [Na+], [OH-]. Yields the product COc1ccccc1-c1nc(C(=O)O)cs1. RXN SMILES: [CH3:1][O:2][c:3]1[c:4](-[c:9]2[s:10][cH:11][c:12]([C:14](=[O:15])[O:16][CH2:17][CH3:18])[n:13]2)[cH:5][cH:6][cH:7][cH:8]1.[CH3:22][CH2:23][OH:24].[ClH:21].[Na+:20].[OH-:19]>>[CH3:1][O:2][c:3]1[c:4](-[c:9]2[s:10][cH:11][c:12]([C:14](=[O:15])[OH:16])[n:13]2)[cH:5][cH:6][cH:7][cH:8]1. The reactants are CC(=O)OCC1OC(OC(C)=O)C(OC(C)=O)C(OC(C)=O)C1OC(C)=O, Cc1ccccc1, CC(=O)[O-], CC(=O)[O-], O=[N+]([O-])c1ccc(O)cc1, [Zn+2]. The product is CC(=O)OCC1OC(Oc2ccc([N+](=O)[O-])cc2)C(OC(C)=O)C(OC(C)=O)C1OC(C)=O. RXN SMILES: [C:1]([O:2][CH:5]1[CH:6]([O:7][C:8]([CH3:9])=[O:10])[CH:11]([O:12][C:13]([CH3:14])=[O:15])[CH:16]([O:17][C:18]([CH3:19])=[O:20])[CH:21]([CH2:23][O:24][C:25]([CH3:26])=[O:27])[O:22]1)(=[O:3])[CH3:4].[CH3:38][c:39]1[cH:40][cH:41][cH:42][cH:43][cH:44]1.[CH3:46][C:47](=[O:48])[O-:49].[CH3:50][C:51](=[O:52])[O-:53].[N+:28](=[O:29])([O-:30])[c:31]1[cH:32][cH:33][c:34]([OH:37])[cH:35][cH:36]1.[Zn+2:45]>>[CH:5]1([O:37][c:34]2[cH:33][cH:32][c:31]([N+:28](=[O:29])[O-:30])[cH:36][cH:35]2)[CH:6]([O:7][C:8]([CH3:9])=[O:10])[CH:11]([O:12][C:13]([CH3:14])=[O:15])[CH:16]([O:17][C:18]([CH3:19])=[O:20])[CH:21]([CH2:23][O:24][C:25]([CH3:26])=[O:27])[O:22]1.